This data is from the Open Reaction Database (ORD), a public repository of structured organic reaction records. The task is: describe an organic reaction: reactants, conditions, products, and yield Starting materials: CC1(OCCO1)C1=CC=C(S1)CN1N=CC(=C1)N (1-[5-(2-methyl-[1,3]dioxolan-2-yl)-thiophen-2-ylmethyl]-1H-pyrazol-4-ylamine), FC(C1=CC=C(C=C1)/C=C/C(=O)O)(F)F ((E)-3-(4-trifluoromethyl-phenyl)-acrylic acid). Product: C(C)(=O)C1=CC=C(S1)CN1N=CC(=C1)NC(\C=C\C1=CC=C(C=C1)C(F)(F)F)=O ((E)-N-[1-(5-Acetyl-thiophen-2-ylmethyl)-1H-pyrazol-4-yl]-3-(4-trifluoromethyl-phenyl)-acrylamide). Reaction SMILES: [CH3:1][C:2]1([C:7]2[S:11][C:10]([CH2:12][N:13]3[CH:17]=[C:16]([NH2:18])[CH:15]=[N:14]3)=[CH:9][CH:8]=2)[O:6]CCO1.[F:19][C:20]([F:33])([F:32])[C:21]1[CH:26]=[CH:25][C:24](/[CH:27]=[CH:28]/[C:29](O)=[O:30])=[CH:23][CH:22]=1>>[C:2]([C:7]1[S:11][C:10]([CH2:12][N:13]2[CH:17]=[C:16]([NH:18][C:29](=[O:30])/[CH:28]=[CH:27]/[C:24]3[CH:23]=[CH:22][C:21]([C:20]([F:32])([F:33])[F:19])=[CH:26][CH:25]=3)[CH:15]=[N:14]2)=[CH:9][CH:8]=1)(=[O:6])[CH3:1]. Reported procedure: Following general procedure B followed by C, starting from 1-[5-(2-methyl-[1,3]dioxolan-2-yl)-thiophen-2-ylmethyl]-1H-pyrazol-4-ylamine and (E)-3-(4-trifluoromethyl-phenyl)-acrylic acid. LC-MS-conditions 02: tR=1.02 min; [M+H]+=420.12. Starting materials: ClC1=C(C(=NN1C)C(F)(F)F)C=O (5-chloro-1-methyl-3-(trifluoromethyl)-1H-pyrazole-4-carbaldehyde), FC=1C=C(C=CC1)O (3-fluorophenol), C([O-])([O-])=O.[K+].[K+] (potassium carbonate). Product: FC=1C=C(OC2=C(C(=NN2C)C(F)(F)F)C(=O)O)C=CC1 (5-(3-fluorophenoxy)-1-methyl-3-(trifluoromethyl)-1H-pyrazole-4-carboxylic acid). As a reaction SMILES: Cl[C:2]1[N:6]([CH3:7])[N:5]=[C:4]([C:8]([F:11])([F:10])[F:9])[C:3]=1[CH:12]=[O:13].[F:14][C:15]1[CH:16]=[C:17]([OH:21])[CH:18]=[CH:19][CH:20]=1.C(=O)([O-])[O-:23].[K+].[K+]>>[F:14][C:15]1[CH:16]=[C:17]([CH:18]=[CH:19][CH:20]=1)[O:21][C:2]1[N:6]([CH3:7])[N:5]=[C:4]([C:8]([F:11])([F:10])[F:9])[C:3]=1[C:12]([OH:13])=[O:23] |f:2.3.4|. Reported procedure: The title compound was prepared using 5-chloro-1-methyl-3-(trifluoromethyl)-1H-pyrazole-4-carbaldehyde and 3-fluorophenol in the manner similar to the method in Production Example 1 above except potassium carbonate was used instead of potassium hydroxide.